Task: describe an organic reaction: reactants, conditions, products, and yield. Dataset: the Open Reaction Database (ORD), a public repository of structured organic reaction records Starting materials: CS(=O)(=O)Cl (methanesulfonyl chloride), COC1=CC=C(CN(C2=NC(=NC(=N2)C)C=2C=C(C=NC2F)CN2CCN(CC2)C(=O)OC(C)(C)C)CC2=CC=C(C=C2)OC)C=C1 (tert-butyl 4-((5-(4-(bis(4-methoxybenzyl)amino)-6-methyl-1,3,5-triazin-2-yl)-6-fluoropyridin-3-yl)methyl)piperazine-1-carboxylate), FC(C(=O)O)(F)F (trifluoroacetic acid), C([O-])([O-])=O.[Na+].[Na+] (sodium carbonate). Run in C(Cl)Cl (DCM), O (water), ClCCCl (1,2-dichloroethane). Run at temperature 80 celsius, time 10 minute. The product is FC1=NC=C(C=C1C1=NC(=NC(=N1)C)N(CC1=CC=C(C=C1)OC)CC1=CC=C(C=C1)OC)CN1CCN(CC1)S(=O)(=O)C (4-(2-fluoro-5-((4-(methylsulfonyl)piperazin-1-yl)methyl)pyridin-3-yl)-N,N-bis(4-methoxybenzyl)-6-methyl-1,3,5-triazin-2-amine). Yield: 58.8%. RXN SMILES: [CH3:1][O:2][C:3]1[CH:47]=[CH:46][C:6]([CH2:7][N:8]([CH2:37][C:38]2[CH:43]=[CH:42][C:41]([O:44][CH3:45])=[CH:40][CH:39]=2)[C:9]2[N:14]=[C:13]([CH3:15])[N:12]=[C:11]([C:16]3[CH:17]=[C:18]([CH2:23][N:24]4[CH2:29][CH2:28][N:27](C(OC(C)(C)C)=O)[CH2:26][CH2:25]4)[CH:19]=[N:20][C:21]=3[F:22])[N:10]=2)=[CH:5][CH:4]=1.FC(F)(F)C(O)=O.C(=O)([O-])[O-].[Na+].[Na+].[CH3:61][S:62](Cl)(=[O:64])=[O:63]>ClCCCl.C(Cl)Cl.O>[F:22][C:21]1[C:16]([C:11]2[N:12]=[C:13]([CH3:15])[N:14]=[C:9]([N:8]([CH2:37][C:38]3[CH:43]=[CH:42][C:41]([O:44][CH3:45])=[CH:40][CH:39]=3)[CH2:7][C:6]3[CH:46]=[CH:47][C:3]([O:2][CH3:1])=[CH:4][CH:5]=3)[N:10]=2)=[CH:17][C:18]([CH2:23][N:24]2[CH2:29][CH2:28][N:27]([S:62]([CH3:61])(=[O:64])=[O:63])[CH2:26][CH2:25]2)=[CH:19][N:20]=1 |f:2.3.4|. Reported procedure: A glass microwave reaction vessel (80 mL) was charged with tert-butyl 4-((5-(4-(bis(4-methoxybenzyl)amino)-6-methyl-1,3,5-triazin-2-yl)-6-fluoropyridin-3-yl)methyl)piperazine-1-carboxylate (3.000 g, 4.66 mmol) and trifluoroacetic acid (5.39 mL, 69.9 mmol) in 1,2-dichloroethane (20 mL). The reaction mixture was stirred and heated in a CEM Voyager Model (Large-Scale Unit) Microwave at 80° C. for 5 min (100 watts, Powermax feature on). The mixture was concentrated in vacuo to remove as much residua... The reactants are Fc1ccc(Cl)c(F)c1-c1ncc[nH]1, COc1cc(Cl)nnc1CCl, [H-], [Na+], CN(C)C=O. The product is COc1cc(Cl)nnc1Cn1ccnc1-c1c(F)ccc(Cl)c1F. RXN SMILES: [Cl:12][c:13]1[c:14]([F:25])[c:15](-[c:20]2[nH:21][cH:22][cH:23][n:24]2)[c:16]([F:19])[cH:17][cH:18]1.[Cl:1][c:2]1[cH:3][c:4]([O:10][CH3:11])[c:5]([CH2:8][Cl:9])[n:6][n:7]1.[H-:27].[Na+:26].[O:28]=[CH:29][N:30]([CH3:31])[CH3:32]>>[Cl:1][c:2]1[cH:3][c:4]([O:10][CH3:11])[c:5]([CH2:8][n:21]2[c:20](-[c:15]3[c:14]([F:25])[c:13]([Cl:12])[cH:18][cH:17][c:16]3[F:19])[n:24][cH:23][cH:22]2)[n:6][n:7]1. Reactants: Cl (HCl), C(C1=CC=CC=C1)(=O)NC(=S)NC1CCCC=2C=C(C=NC12)C (8-Benzoylthiocarbamoylamino-3-methyl-5,6,7,8-tetrahydroquinoline), [OH-].[Na+] (sodium hydroxide). Product: hydrate, C(N)(=S)NC1CCCC=2C=C(C=NC12)C (8-Thiocarbamoylamino-3-methyl-5,6,7,8-tetrahydroquinoline). The yield is 98.0%. Reaction SMILES: C([NH:9][C:10]([NH:12][CH:13]1[C:22]2[N:21]=[CH:20][C:19]([CH3:23])=[CH:18][C:17]=2[CH2:16][CH2:15][CH2:14]1)=[S:11])(=O)C1C=CC=CC=1.[OH-].[Na+].Cl>>[C:10]([NH:12][CH:13]1[C:22]2[N:21]=[CH:20][C:19]([CH3:23])=[CH:18][C:17]=2[CH2:16][CH2:15][CH2:14]1)(=[S:11])[NH2:9] |f:1.2|. Procedure details: 8-Benzoylthiocarbamoylamino-3-methyl-5,6,7,8-tetrahydroquinoline (6 g.) was treated with a 10% sodium hydroxide solution (24 ml.) and the mixture heated on a steam bath for 15 minutes. The cooled reaction mixture was adjusted to pH 1.0 with conc. HCl, filtered to remove benzoic acid and the filtrate adjusted to pH 10.0 with aqueous ammonia. The resultant solid was recrystallised from ethanol to give the hydrate of the title compound as colourless needles (4 g.).m.p. 114° C. Starting materials: C=CCBr, CC(C)=O, O=c1[nH]c2ccc(Cl)nc2n1-c1ccc2c(c1)OCO2, [K+], [OH-]. Yields the product C=CCn1c(=O)n(-c2ccc3c(c2)OCO3)c2nc(Cl)ccc21. As a reaction SMILES: [CH2:23]([CH:24]=[CH2:25])[Br:26].[CH3:27][C:28](=[O:29])[CH3:30].[Cl:1][c:2]1[cH:3][cH:4][c:5]2[c:6]([n:7]1)[n:8](-[c:12]1[cH:13][c:14]3[c:15]([cH:16][cH:17]1)[O:18][CH2:19][O:20]3)[c:9](=[O:11])[nH:10]2.[K+:22].[OH-:21]>>[Cl:1][c:2]1[cH:3][cH:4][c:5]2[c:6]([n:7]1)[n:8](-[c:12]1[cH:13][c:14]3[c:15]([cH:16][cH:17]1)[O:18][CH2:19][O:20]3)[c:9](=[O:11])[n:10]2[CH2:25][CH:24]=[CH2:23]. The reactants are [H-].[H-].[H-].[H-].[Li+].[Al+3] (LiAlH4), N1(CCCCC1)CCC(=O)N (1-piperidine-propanamide), ice, Cl (HCl). Run in CO (MeOH), C1CCOC1 (THF), C1CCOC1 (THF). Conditions: time 0.5 hour. Product: N1(CCCCC1)CCCN (1-piperidinepropaneamine), 4-(diphenylmethylene)dihydrochloride hemihydrate. RXN SMILES: [H-].[H-].[H-].[H-].[Li+].[Al+3].[N:7]1([CH2:13][CH2:14][C:15]([NH2:17])=O)[CH2:12][CH2:11][CH2:10][CH2:9][CH2:8]1.Cl>C1COCC1.CO>[N:7]1([CH2:13][CH2:14][CH2:15][NH2:17])[CH2:12][CH2:11][CH2:10][CH2:9][CH2:8]1 |f:0.1.2.3.4.5|. Procedure: To an ice-cooled suspension of LiAlH4 (10.31 g, 0.27 mole) in THF (100 ml), a solution of 1-piperidine-propanamide, 4-(diphenylmethylene) 29.01 g, 0.091 mole) in THF (100 ml) was added dropwise. After stirring for 0.5 hours, the ice-bath was removed, the reaction mixture refluxed for six hours, quenched (EtOAc and 10% NaOH) and the resulting granular precipitate removed by filtration. The filtrate was concentrated to ca 20 ml, dissolved in CHCl3, washed with H2O, and the solvent removed to give ... Starting materials: Cc1ccccc1N1CCNCC1, CCOC(=O)Nc1nc2ccc(Cl)cc2nc1OC. Product: COc1nc2cc(Cl)ccc2nc1NC(=O)N1CCN(c2ccccc2C)CC1. Reaction SMILES: [CH3:20][c:21]1[c:22]([N:27]2[CH2:28][CH2:29][NH:30][CH2:31][CH2:32]2)[cH:23][cH:24][cH:25][cH:26]1.[Cl:1][c:2]1[cH:3][c:4]2[n:5][c:6]([O:18][CH3:19])[c:7]([NH:12][C:13]([O:14][CH2:15][CH3:16])=[O:17])[n:8][c:9]2[cH:10][cH:11]1>>[Cl:1][c:2]1[cH:3][c:4]2[n:5][c:6]([O:18][CH3:19])[c:7]([NH:12][C:13](=[O:17])[N:30]3[CH2:29][CH2:28][N:27]([c:22]4[c:21]([CH3:20])[cH:26][cH:25][cH:24][cH:23]4)[CH2:32][CH2:31]3)[n:8][c:9]2[cH:10][cH:11]1.